Dataset: the Open Reaction Database (ORD), a public repository of structured organic reaction records. Task: describe an organic reaction: reactants, conditions, products, and yield The reactants are FC1=CC=C(N)C=C1 (4-fluoroaniline), CC=1C(=NC(=NC1C)Cl)N1[C@H](C2=CC=CC=C2CC1)C ((S)-5,6-dimethyl-4-(1-methyl-1,2,3,4-tetrahydroisoquinolin-2-yl)-2-chloropyrimidine). The solvent is CN(C=O)C (dimethylformamide). The product is Cl.CC=1C(=NC(=NC1C)NC1=CC=C(C=C1)F)N1[C@H](C2=CC=CC=C2CC1)C ((S)-5,6-dimethyl-2-(4-fluorophenylamino)-4-(1-methyl-1,2,3,4-tetrahydroisoquinolin-2-yl)pyrimidine hydrochloride). Isolated yield 78.3%. RXN SMILES: [F:1][C:2]1[CH:8]=[CH:7][C:5]([NH2:6])=[CH:4][CH:3]=1.[CH3:9][C:10]1[C:11]([N:18]2[CH2:27][CH2:26][C:25]3[C:20](=[CH:21][CH:22]=[CH:23][CH:24]=3)[C@@H:19]2[CH3:28])=[N:12][C:13]([Cl:17])=[N:14][C:15]=1[CH3:16]>CN(C)C=O>[ClH:17].[CH3:9][C:10]1[C:11]([N:18]2[CH2:27][CH2:26][C:25]3[C:20](=[CH:21][CH:22]=[CH:23][CH:24]=3)[C@@H:19]2[CH3:28])=[N:12][C:13]([NH:6][C:5]2[CH:7]=[CH:8][C:2]([F:1])=[CH:3][CH:4]=2)=[N:14][C:15]=1[CH3:16] |f:3.4|. Procedure details: After 4-fluoroaniline(1 ml, 10 mmol) was added to a mixture solution of (S)-5,6-dimethyl-4-(1-methyl-1,2,3,4-tetrahydroisoquinolin-2-yl)-2-chloropyrimidine(1.4 g, 4.8 mmol) and dimethylformamide(10 ml), 1.50 g of the titled compound was obtained in accordance with the same procedure as in Step 2 of Example 1. The reactants are BrC=1C=C(C(=O)O)C=CC1Br (3,4-Dibromobenzoic acid), Sodium dihydrobis(2-methoxyethoxy)aluminate, Cl (hydrochloric acid). The solvent is C1(=CC=CC=C1)C (toluene). The product is BrC=1C=C(CO)C=CC1Br (3,4-dibromobenzyl alcohol). Yield: 71.4%. RXN SMILES: [Br:1][C:2]1[CH:3]=[C:4]([CH:8]=[CH:9][C:10]=1[Br:11])[C:5](O)=[O:6].Cl>C1(C)C=CC=CC=1>[Br:1][C:2]1[CH:3]=[C:4]([CH:8]=[CH:9][C:10]=1[Br:11])[CH2:5][OH:6]. Procedure details: 3,4-Dibromobenzoic acid (28 g, described by Miller, J.C.S. 61, 1033 (1892)) was suspended with stirring in toluene (150 ml) at 50° C. Sodium dihydrobis(2-methoxyethoxy)aluminate (70% w/v, in toluene, 52 ml) was added over 30 minutes at 50° C. The mixture was heated on a steam bath for 1 hour, cooled to 20° C. and hydrolysed by the addition of hydrochloric acid (6N; 150 ml) with cooling. The mixture was separated and the aqueous phase was extracted with diethyl ether (100 ml). The combined organi... The reactants are ClC=1N=C(C2=C(N1)C(=NC=N2)S)N2CCS(CC2)=O (2-chloro-8-mercapto-4-(1-oxido-thiomorpholino)-pyrimido-[5,4-d]-pyrimidine), C(=O)N1CCNCC1 (N-formyl-piperazine). Product: C(=O)N1CCN(CC1)C=1N=C(C2=C(N1)C(=NC=N2)S)N2CCS(CC2)=O (2-(N-Formyl-piperazino)-8-mercapto-4-(1-oxido-thiomorpholino)-pyrimido-[5,4-d]-pyrimidine). RXN SMILES: Cl[C:2]1[N:3]=[C:4]([N:13]2[CH2:18][CH2:17][S:16](=[O:19])[CH2:15][CH2:14]2)[C:5]2[N:11]=[CH:10][N:9]=[C:8]([SH:12])[C:6]=2[N:7]=1.[CH:20]([N:22]1[CH2:27][CH2:26][NH:25][CH2:24][CH2:23]1)=[O:21]>>[CH:20]([N:22]1[CH2:27][CH2:26][N:25]([C:2]2[N:3]=[C:4]([N:13]3[CH2:18][CH2:17][S:16](=[O:19])[CH2:15][CH2:14]3)[C:5]3[N:11]=[CH:10][N:9]=[C:8]([SH:12])[C:6]=3[N:7]=2)[CH2:24][CH2:23]1)=[O:21]. Procedure details: This compound was prepared analagous to Example 93 from 2-chloro-8-mercapto-4-(1-oxido-thiomorpholino)-pyrimido-[5,4-d]-pyrimidine (m.p.: >280° C., decomp.) and N-formyl-piperazine. The reactants are CO, CCOC(=O)CCc1ccc2ccn(C3CCN(CCc4ccc(F)cc4)CC3)c2c1, [Na+], [OH-]. Yields the product O=C(O)CCc1ccc2ccn(C3CCN(CCc4ccc(F)cc4)CC3)c2c1. As a reaction SMILES: [CH3:34][OH:35].[F:1][c:2]1[cH:3][cH:4][c:5]([CH2:6][CH2:7][N:8]2[CH2:9][CH2:10][CH:11]([n:14]3[cH:15][cH:16][c:17]4[cH:18][cH:19][c:20]([CH2:23][CH2:24][C:25](=[O:26])[O:27][CH2:28][CH3:29])[cH:21][c:22]34)[CH2:12][CH2:13]2)[cH:30][cH:31]1.[Na+:33].[OH-:32]>>[F:1][c:2]1[cH:3][cH:4][c:5]([CH2:6][CH2:7][N:8]2[CH2:9][CH2:10][CH:11]([n:14]3[cH:15][cH:16][c:17]4[cH:18][cH:19][c:20]([CH2:23][CH2:24][C:25](=[O:26])[OH:27])[cH:21][c:22]34)[CH2:12][CH2:13]2)[cH:30][cH:31]1.